From a dataset of the Open Reaction Database (ORD), a public repository of structured organic reaction records. describe an organic reaction: reactants, conditions, products, and yield Starting materials: BrC=1C(=CC2=C(C(=C(O2)C2=CC=C(C=C2)F)C(=O)OCC)C1)[N+](=O)[O-] (ethyl 5-bromo-2-(4-fluorophenyl)-6-nitrobenzofuran-3-carboxylate), [NH4+].[Cl-] (NH4Cl). Reagents/catalysts: [Fe] (iron). Solvent: CO.C1CCOC1.O (MeOH THF H2O). Product: NC1=CC2=C(C(=C(O2)C2=CC=C(C=C2)F)C(=O)OCC)C=C1Br (ethyl 6-amino-5-bromo-2-(4-fluorophenyl)benzofuran-3-carboxylate). Isolated yield 83.3%. RXN SMILES: [Br:1][C:2]1[C:3]([N+:23]([O-])=O)=[CH:4][C:5]2[O:9][C:8]([C:10]3[CH:15]=[CH:14][C:13]([F:16])=[CH:12][CH:11]=3)=[C:7]([C:17]([O:19][CH2:20][CH3:21])=[O:18])[C:6]=2[CH:22]=1.[NH4+].[Cl-]>CO.C1COCC1.O.[Fe]>[NH2:23][C:3]1[C:2]([Br:1])=[CH:22][C:6]2[C:7]([C:17]([O:19][CH2:20][CH3:21])=[O:18])=[C:8]([C:10]3[CH:11]=[CH:12][C:13]([F:16])=[CH:14][CH:15]=3)[O:9][C:5]=2[CH:4]=1 |f:1.2,3.4.5|. Procedure: A mixture of ethyl 5-bromo-2-(4-fluorophenyl)-6-nitrobenzofuran-3-carboxylate (52 g, 127 mmol), iron filings (21.3 g, 382.2 mmol) and NH4Cl (41 g, 764.4 mmol) in MeOH/THF/H2O (2/2/1, 500 mL) was stirred at reflux for 3 hour. After filtered and concentrated, the resulting residue was purified using column chromatography (petroleum ether/EtOAc/dichloromethane=20:1:20) to provide ethyl 6-amino-5-bromo-2-(4-fluorophenyl)benzofuran-3-carboxylate (40 g, yield: 82%). 1H-NMR (CDCl3, 400 MHz) δ 8.01 (s, ...